Dataset: the Open Reaction Database (ORD), a public repository of structured organic reaction records. Task: describe an organic reaction: reactants, conditions, products, and yield Starting materials: C1=C(C=CC2=CC=CC=C12)C=1C=2N(C(=NC1C1=CC=NC=C1)SC)C=NN2 (8-(2-naphthyl)-5-methylthio-7-(4-pyridyl)-1,2,4-triazolo[4,3-c]pyrimidine), O (water), K3CO3, C1(=CC=CC=C1)C[C@@H](CN)N ((2S)-3-phenylpropane-1,2-diamine). Run in CN(C)C=O (DMF). Reaction conditions: time 48 hour. Product: N[C@H](CNC1=NC(=C(C=2N1C=NN2)C2=CC1=CC=CC=C1C=C2)C2=CC=NC=C2)CC2=CC=CC=C2 (5-(2(S)-amino-3-phenylprop-1-yl)amino-8-(2-naphthyl)-7-(4-pyridyl)-1,2,4-triazolo[4,3-c]pyrimidine). As a reaction SMILES: [CH:1]1[C:10]2[C:5](=[CH:6][CH:7]=[CH:8][CH:9]=2)[CH:4]=[CH:3][C:2]=1[C:11]1[C:12]2[N:13]([CH:25]=[N:26][N:27]=2)[C:14](SC)=[N:15][C:16]=1[C:17]1[CH:22]=[CH:21][N:20]=[CH:19][CH:18]=1.[C:28]1([CH2:34][C@H:35]([NH2:38])[CH2:36][NH2:37])[CH:33]=[CH:32][CH:31]=[CH:30][CH:29]=1.O>CN(C=O)C>[NH2:38][C@@H:35]([CH2:34][C:28]1[CH:33]=[CH:32][CH:31]=[CH:30][CH:29]=1)[CH2:36][NH:37][C:14]1[N:13]2[CH:25]=[N:26][N:27]=[C:12]2[C:11]([C:2]2[CH:3]=[CH:4][C:5]3[C:10](=[CH:9][CH:8]=[CH:7][CH:6]=3)[CH:1]=2)=[C:16]([C:17]2[CH:22]=[CH:21][N:20]=[CH:19][CH:18]=2)[N:15]=1. Procedure details: 8-(2-naphthyl)-5-methylthio-7-(4-pyridyl)-1,2,4-triazolo[4,3-c]pyrimidine (350 mg, 1 mmol), K3CO3 (100 mg) and (2S)-3-phenylpropane-1,2-diamine (150 mg, 1 mmol) were combined in dry DMF (ca. 5 mL) and the mixture was stirred at room temperature for 48 h. To the reaction solution was added water (ca. 10 mL) at RT and a precipitate formed. The suspension was stirred at RT for 1 h. The solid was filtered off and washed with water (3×10 ml) and dried under vacuum at 50° C. overnight; MS (m/z) 472.3 ...